Dataset: the Open Reaction Database (ORD), a public repository of structured organic reaction records. Task: describe an organic reaction: reactants, conditions, products, and yield The reactants are O=C(Cl)c1ccc(Cl)nc1, Cc1cc(NC(=O)c2ccc(Cl)nc2)ccc1I, Nc1cc(F)cc(I)c1. Product: O=C(Nc1cc(F)cc(I)c1)c1ccc(Cl)nc1. RXN SMILES: [Cl:10][c:11]1[n:12][cH:13][c:14]([C:15](=[O:16])[Cl:17])[cH:18][cH:19]1.[Cl:20][c:21]1[cH:22][cH:23][c:24]([C:25]([NH:26][c:27]2[cH:28][cH:29][c:30]([I:31])[c:32]([CH3:33])[cH:34]2)=[O:35])[cH:36][n:37]1.[F:1][c:2]1[cH:3][c:4]([NH2:5])[cH:6][c:7]([I:9])[cH:8]1>>[F:1][c:2]1[cH:3][c:4]([NH:5][C:15]([c:14]2[cH:13][n:12][c:11]([Cl:10])[cH:19][cH:18]2)=[O:16])[cH:6][c:7]([I:9])[cH:8]1. Reactants: C1CCC(CC1)N=C=NC2CCCCC2 (DCC), CN1CCOCC1 (N-methylmorpholine), N[C@@H](CCC(OC(C)(C)C)=O)C(=O)N[C@@H](CCCCNC(=O)OC(C)(C)C)C(=O)N[C@@H](CCCCNC(=O)OC(C)(C)C)C(=O)N[C@@H](CCC(OC(C)(C)C)=O)C(=O)N[C@@H](C(C)C)C(=O)N[C@@H](C(C)C)C(=O)N[C@@H](CCC(OC(C)(C)C)=O)C(=O)N[C@@H](CCC(OC(C)(C)C)=O)C(=O)N[C@@H](C)C(=O)N[C@@H](CCC(OC(C)(C)C)=O)C(=O)N[C@@H](CC(N)=O)C(=O)OC(C)(C)C (H-Glu(OtBu)-Lys(Boc)-Lys(Boc)-Glu(OtBu)-Val-Val-Glu(OtBu)-Glu(OtBu)-Ala-Glu(OtBu)-Asn-OtBu), C(C1=CC=CC=C1)OC(=O)N[C@@H](C(C(O)=O)C(C)(C)C)C(=O)N[C@@H](CC(C)C)C(=O)N[C@@H](CCCCNC(=O)OC(C)(C)C)C(=O)O (N-Benzyloxycarbonyl-β-tert-butyl-L-aspartyl-leucyl-Nε -tert-butyloxycarbonyl-L-lysine), C=1C=CC2=C(C1)N=NN2O (HOBt). The solvent is C(Cl)(Cl)Cl (CHCl3), CO (MeOH), O (H2O), CS(=O)C (DMSO), CN(C)C=O (DMF), C(Cl)(Cl)Cl (CHCl3), CC(=O)O (AcOH), CO (MeOH), CC(=O)O (AcOH). Reaction conditions: time 23 hour. Yields the product N([C@@H](CC(OC(C)(C)C)=O)C(=O)N[C@@H](CC(C)C)C(=O)N[C@@H](CCCCNC(=O)OC(C)(C)C)C(=O)N[C@@H](CCC(OC(C)(C)C)=O)C(=O)N[C@@H](CCCCNC(=O)OC(C)(C)C)C(=O)N[C@@H](CCCCNC(=O)OC(C)(C)C)C(=O)N[C@@H](CCC(OC(C)(C)C)=O)C(=O)N[C@@H](C(C)C)C(=O)N[C@@H](C(C)C)C(=O)N[C@@H](CCC(OC(C)(C)C)=O)C(=O)N[C@@H](CCC(OC(C)(C)C)=O)C(=O)N[C@@H](C)C(=O)N[C@@H](CCC(OC(C)(C)C)=O)C(=O)N[C@@H](CC(N)=O)C(=O)OC(C)(C)C)C(=O)OCC1=CC=CC=C1 (Z-Asp(OtBu)-Leu-Lys(Boc)-Glu(OtBu)-Lys(Boc)-Lys(Boc)-Glu(OtBu)-Val-Val-Glu(OtBu)-Glu(OtBu)-Ala-Glu(OtBu)-Asn-OtBu). As a reaction SMILES: [NH2:1][C@H:2]([C:12]([NH:14][C@H:15]([C:28]([NH:30][C@H:31]([C:44]([NH:46][C@H:47]([C:57]([NH:59][C@H:60]([C:64]([NH:66][C@H:67]([C:71]([NH:73][C@H:74]([C:84]([NH:86][C@H:87]([C:97]([NH:99][C@H:100]([C:102]([NH:104][C@H:105]([C:115]([NH:117][C@H:118]([C:123]([O:125][C:126]([CH3:129])([CH3:128])[CH3:127])=[O:124])[CH2:119][C:120](=[O:122])[NH2:121])=[O:116])[CH2:106][CH2:107][C:108](=[O:114])[O:109][C:110]([CH3:113])([CH3:112])[CH3:111])=[O:103])[CH3:101])=[O:98])[CH2:88][CH2:89][C:90](=[O:96])[O:91][C:92]([CH3:95])([CH3:94])[CH3:93])=[O:85])[CH2:75][CH2:76][C:77](=[O:83])[O:78][C:79]([CH3:82])([CH3:81])[CH3:80])=[O:72])[CH:68]([CH3:70])[CH3:69])=[O:65])[CH:61]([CH3:63])[CH3:62])=[O:58])[CH2:48][CH2:49][C:50](=[O:56])[O:51][C:52]([CH3:55])([CH3:54])[CH3:53])=[O:45])[CH2:32][CH2:33][CH2:34][CH2:35][NH:36][C:37]([O:39][C:40]([CH3:43])([CH3:42])[CH3:41])=[O:38])=[O:29])[CH2:16][CH2:17][CH2:18][CH2:19][NH:20][C:21]([O:23][C:24]([CH3:27])([CH3:26])[CH3:25])=[O:22])=[O:13])[CH2:3][CH2:4][C:5](=[O:11])[O:6][C:7]([CH3:10])([CH3:9])[CH3:8].[CH2:130]([O:137][C:138]([NH:140][C@H:141]([C:150]([NH:152][C@H:153]([C:158]([NH:160][C@H:161]([C:174]([OH:176])=O)[CH2:162][CH2:163][CH2:164][CH2:165][NH:166][C:167]([O:169][C:170]([CH3:173])([CH3:172])[CH3:171])=[O:168])=[O:159])[CH2:154][CH:155]([CH3:157])[CH3:156])=[O:151])[CH:142](C(C)(C)C)[C:143](=[O:145])[OH:144])=[O:139])C1C=CC=CC=1.[CH:177]1[CH:178]=[CH:179][C:180]2N(O)N=N[C:181]=2[CH:182]=1.C1CCC(N=C=N[CH:196]2[CH2:201][CH2:200]CCC2)CC1.[CH3:202]N1CCOCC1>CC(O)=O.CO.C(Cl)(Cl)Cl.O.CS(C)=O.CN(C=O)C>[NH:140]([C:138]([O:137][CH2:130][C:181]1[CH:180]=[CH:179][CH:178]=[CH:177][CH:182]=1)=[O:139])[C@H:141]([C:150]([NH:152][C@H:153]([C:158]([NH:160][C@H:161]([C:174]([NH:1][C@H:2]([C:12]([NH:14][C@H:15]([C:28]([NH:30][C@H:31]([C:44]([NH:46][C@H:47]([C:57]([NH:59][C@H:60]([C:64]([NH:66][C@H:67]([C:71]([NH:73][C@H:74]([C:84]([NH:86][C@H:87]([C:97]([NH:99][C@H:100]([C:102]([NH:104][C@H:105]([C:115]([NH:117][C@H:118]([C:123]([O:125][C:126]([CH3:127])([CH3:128])[CH3:129])=[O:124])[CH2:119][C:120](=[O:122])[NH2:121])=[O:116])[CH2:106][CH2:107][C:108](=[O:114])[O:109][C:110]([CH3:113])([CH3:112])[CH3:111])=[O:103])[CH3:101])=[O:98])[CH2:88][CH2:89][C:90](=[O:96])[O:91][C:92]([CH3:93])([CH3:94])[CH3:95])=[O:85])[CH2:75][CH2:76][C:77](=[O:83])[O:78][C:79]([CH3:80])([CH3:81])[CH3:82])=[O:72])[CH:68]([CH3:70])[CH3:69])=[O:65])[CH:61]([CH3:63])[CH3:62])=[O:58])[CH2:48][CH2:49][C:50](=[O:56])[O:51][C:52]([CH3:53])([CH3:54])[CH3:55])=[O:45])[CH2:32][CH2:33][CH2:34][CH2:35][NH:36][C:37]([O:39][C:40]([CH3:43])([CH3:42])[CH3:41])=[O:38])=[O:29])[CH2:16][CH2:17][CH2:18][CH2:19][NH:20][C:21]([O:23][C:24]([CH3:27])([CH3:26])[CH3:25])=[O:22])=[O:13])[CH2:3][CH2:4][C:5](=[O:11])[O:6][C:7]([CH3:8])([CH3:9])[CH3:10])=[O:176])[CH2:162][CH2:163][CH2:164][CH2:165][NH:166][C:167]([O:169][C:170]([CH3:171])([CH3:172])[CH3:173])=[O:168])=[O:159])[CH2:154][CH:155]([CH3:157])[CH3:156])=[O:151])[CH2:142][C:143](=[O:145])[O:144][C:201]([CH3:200])([CH3:196])[CH3:202]. Procedure: The DMF:DMSO-containing solution of H-Glu(OtBu)-Lys(Boc)-Lys(Boc)-Glu(OtBu)-Val-Val-Glu(OtBu)-Glu(OtBu)-Ala-Glu(OtBu)-Asn-OtBu (~23 mmol) from step (d) was combined with Z-Asp(OtBu)-Leu-Lys(Boc)-OH (IV, 18.6 g, 28.0 mmol, 1.2 eq.) and HOBt (10.62 g, 69.0 mmol, 3.0 eq.) added and the solution cooled to 0°. DCC (7.87 g, 38.0 mmol, 1.65 eq.) was added to the cold stirring (mechanical) reaction mixture and the pH was maintained at 7.5-8.0 by addition of N-methylmorpholine (~17 mL). Stirring proceede... The reactants are BrC=1C=C(C=O)C=CC1 (3-bromobenzaldehyde), N1C=NC=C1 (imidazole), N (ammonia). The reagents and catalysts are [Cu] (copper). The solvent is O (water). Yields the product N1(C=NC=C1)C=1C=C(C=O)C=CC1 (3-(1H-Imidazol-1-yl)benzaldehyde). Isolated yield 53.6%. As a reaction SMILES: Br[C:2]1[CH:3]=[C:4]([CH:7]=[CH:8][CH:9]=1)[CH:5]=[O:6].[NH:10]1[CH:14]=[CH:13][N:12]=[CH:11]1.N>[Cu].O>[N:10]1([C:2]2[CH:3]=[C:4]([CH:7]=[CH:8][CH:9]=2)[CH:5]=[O:6])[CH:14]=[CH:13][N:12]=[CH:11]1. Reported procedure: A mixture comprising 9.25 g of 3-bromobenzaldehyde, 20.4 g of imidazole, 0.31 g of copper powder and 50 ml of water was heated under reflux in a nitrogen atmosphere for 3 days, followed by the addition of aqueous ammonia. The obtained mixture was extracted with chloroform. The extract was purified by silica gel column chromatography (solvent: methylene chloride/methanol) to obtain 4.61 g of the title compound as a pale yellow crystal (yield: 54%). Starting materials: COC(=O)C(C)Br, N#Cc1ccc2[nH]ccc2c1C(F)(F)F. Product: COC(=O)C(C)n1ccc2c(C(F)(F)F)c(C#N)ccc21. As a reaction SMILES: [Br:16][CH:17]([C:18](=[O:19])[O:20][CH3:21])[CH3:22].[F:1][C:2]([c:3]1[c:4]2[cH:5][cH:6][nH:7][c:8]2[cH:9][cH:10][c:11]1[C:12]#[N:13])([F:14])[F:15]>>[F:1][C:2]([c:3]1[c:4]2[cH:5][cH:6][n:7]([CH:17]([C:18](=[O:19])[O:20][CH3:21])[CH3:22])[c:8]2[cH:9][cH:10][c:11]1[C:12]#[N:13])([F:14])[F:15]. Reactants: C1CCOC1, CC1(C)CNC(=O)c2cc([N+](=O)[O-])ccc21. The product is CC1(C)CNCc2cc([N+](=O)[O-])ccc21. Reaction SMILES: [CH2:17]1[O:18][CH2:19][CH2:20][CH2:21]1.[CH3:1][C:2]1([CH3:16])[CH2:3][NH:4][C:5](=[O:15])[c:6]2[cH:7][c:8]([N+:12](=[O:13])[O-:14])[cH:9][cH:10][c:11]21>>[CH3:1][C:2]1([CH3:16])[CH2:3][NH:4][CH2:5][c:6]2[cH:7][c:8]([N+:12](=[O:13])[O-:14])[cH:9][cH:10][c:11]21. Reactants: ClC=1C=CC(=C(CNC(C(OC)OC)=O)C1)F (N-(5-chloro-2-fluorobenzyl)-2,2-dimethoxyacetamide), FC(OC=1C=C(CN)C=CC1)(F)F (3-(trifluoromethoxy)benzylamine), COC(C(=O)OC)OC (methyl dimethoxyacetate). Yields the product COC(C(=O)NCC1=CC(=CC=C1)OC(F)(F)F)OC (2,2-Dimethoxy-N-(3-trifluoromethoxybenzyl)-acetamide). RXN SMILES: Cl[C:2]1[CH:3]=[CH:4][C:5](F)=[C:6]([CH:16]=1)[CH2:7][NH:8][C:9](=[O:15])[CH:10]([O:13][CH3:14])[O:11][CH3:12].[F:18][C:19]([F:30])([F:29])[O:20]C1C=C(C=CC=1)CN.COC(OC)C(OC)=O>>[CH3:12][O:11][CH:10]([O:13][CH3:14])[C:9]([NH:8][CH2:7][C:6]1[CH:5]=[CH:4][CH:3]=[C:2]([O:20][C:19]([F:30])([F:29])[F:18])[CH:16]=1)=[O:15]. Reported procedure: By following the procedure for the preparation of N-(5-chloro-2-fluorobenzyl)-2,2-dimethoxyacetamide, the title compound was prepared from 3-(trifluoromethoxy)benzylamine (4.0 g, 21 mmol) and methyl dimethoxyacetate (2.8 g, 21 mmol). 1H NMR (CDCl3, 300 MHz): δ=3.40 (s, 6H), 4.44 (d, J=4.2 Hz, 2H), 4.75 (s, 1H), 6.95 (bs, 1H), 7.11 (s, 2H), 7.20 (d, J=2.4 Hz, 1H), 7.35-7.40 (m, 1H). The reactants are C(C)O (ethanol), [H-].[Na+] (Sodium hydride), C(C)O (ethanol), C(C)(=O)O (acetic acid), C(C)OC(=O)CCCCOC=1C=C2C=CC(OC2=CC1)=O (6-(4-ethoxycarbonylbutyl)oxycoumarin). Conditions: time 4 hour. Product: OC1=C(C=C(C=C1)OCCCCC(=O)OCC)/C=C/C(=O)OCC (Ethyl 3-[1-hydroxy-4-(4-ethoxycarbonylbutoxy)benzen-2-yl]prop-2E-enoate). RXN SMILES: [H-].[Na+].[CH2:3]([O:5][C:6]([CH2:8][CH2:9][CH2:10][CH2:11][O:12][C:13]1[CH:14]=[C:15]2[C:20](=[CH:21][CH:22]=1)[O:19][C:18](=[O:23])[CH:17]=[CH:16]2)=[O:7])[CH3:4].[C:24](O)(=O)[CH3:25].C([OH:30])C>>[OH:19][C:20]1[CH:21]=[CH:22][C:13]([O:12][CH2:11][CH2:10][CH2:9][CH2:8][C:6]([O:5][CH2:3][CH3:4])=[O:7])=[CH:14][C:15]=1/[CH:16]=[CH:17]/[C:18]([O:23][CH2:24][CH3:25])=[O:30] |f:0.1|. Procedure details: Sodium hydride (content: 62%; 60 mg) was gradually added to anhydrous ethanol (10 ml) and dissolved. A solution of the ester (314 mg; prepared in reference example 26) in anhydrous ethanol. (1 ml) was added to the solution. The mixture was stirred for 4 hr. at 70° C. and then for 30 min at 80° C. Glacial acetic acid (210 mg) was added to the reaction solution with ice-cooling to stop the reaction. The solvent was removed from the reaction solution under reduced pressure. The residue was diluted ... Reactants: ClC1=NC=C(C(=N1)CC1=CC=CC=C1)C(=O)OCC (ethyl 2-chloro-4-benzylpyrimidine-5-carboxylate), NN (hydrazine). The solvent is C1CCOC1 (THF). The product is N(N)C1=NC=C(C(=N1)CC1=CC=CC=C1)C(=O)OCC (Ethyl 2-hydrazino-4-benzylpyrimidine-5-carboxylate). The yield is 99.0%. Reaction SMILES: Cl[C:2]1[N:7]=[C:6]([CH2:8][C:9]2[CH:14]=[CH:13][CH:12]=[CH:11][CH:10]=2)[C:5]([C:15]([O:17][CH2:18][CH3:19])=[O:16])=[CH:4][N:3]=1.[NH2:20][NH2:21]>C1COCC1>[NH:20]([C:2]1[N:7]=[C:6]([CH2:8][C:9]2[CH:14]=[CH:13][CH:12]=[CH:11][CH:10]=2)[C:5]([C:15]([O:17][CH2:18][CH3:19])=[O:16])=[CH:4][N:3]=1)[NH2:21]. Procedure: The title compound was prepared as described in Example 18, but employing a solution of ethyl 2-chloro-4-benzylpyrimidine-5-carboxylate (0.34 g, 1.2 mmol) and hydrazine (0.2 g, 6.1 mmol) in THF resulting in a 99% yield (0.33 g, oil); GC/MS, 272(M+). The reactants are CCOC(=O)CCCN(C(=O)C(C)C)c1nc(C)co1, CCO, [Na+], [OH-]. The product is Cc1coc(N(CCCC(=O)O)C(=O)C(C)C)n1. RXN SMILES: [C:1](=[O:2])([O:3][CH2:4][CH3:5])[CH2:6][CH2:7][CH2:8][N:9]([C:10]([CH:11]([CH3:12])[CH3:13])=[O:14])[c:15]1[o:16][cH:17][c:18]([CH3:20])[n:19]1.[CH3:23][CH2:24][OH:25].[Na+:22].[OH-:21]>>[C:1](=[O:2])([OH:3])[CH2:6][CH2:7][CH2:8][N:9]([C:10]([CH:11]([CH3:12])[CH3:13])=[O:14])[c:15]1[o:16][cH:17][c:18]([CH3:20])[n:19]1.